This data is from the Open Reaction Database (ORD), a public repository of structured organic reaction records. The task is: describe an organic reaction: reactants, conditions, products, and yield The reactants are compound, ClC1=NC=NC2=CC=C(C=C12)O (4-chloro-6-hydroxy-quinazoline), ClC1=C(C(=CC=C1)S(=O)(=O)C1CC1)Cl (1,2-dichloro-3-(cyclopropylsulfonyl)benzene), NC1=NN(C=C1)C (3-amino-1-methyl-1H-pyrazole). Product: ClC1=C(OC=2C=C3C(=NC=NC3=CC2)NC2=NN(C=C2)C)C(=CC=C1)S(=O)(=O)C1CC1 (6-[2-Chloro-6-(cyclopropylsulfonyl)phenoxy]-N-(1-methyl-1H-pyrazol-3-yl)quinazolin-4-yl-amine). As a reaction SMILES: [Cl:1][C:2]1[CH:7]=[CH:6][CH:5]=[C:4]([S:8]([CH:11]2[CH2:13][CH2:12]2)(=[O:10])=[O:9])[C:3]=1Cl.[NH2:15][C:16]1[CH:20]=[CH:19][N:18]([CH3:21])[N:17]=1.Cl[C:23]1[C:32]2[C:27](=[CH:28][CH:29]=[C:30]([OH:33])[CH:31]=2)[N:26]=[CH:25][N:24]=1>>[Cl:1][C:2]1[CH:7]=[CH:6][CH:5]=[C:4]([S:8]([CH:11]2[CH2:13][CH2:12]2)(=[O:10])=[O:9])[C:3]=1[O:33][C:30]1[CH:31]=[C:32]2[C:27](=[CH:28][CH:29]=1)[N:26]=[CH:25][N:24]=[C:23]2[NH:15][C:16]1[CH:20]=[CH:19][N:18]([CH3:21])[N:17]=1. Procedure details: The compound of Example 139 was manufactured by the same method as in Example 95, by a similar method thereto or by a combination of such a method with a conventional method using 1,2-dichloro-3-(cyclopropylsulfonyl)benzene, 3-amino-1-methyl-1H-pyrazole and 4-chloro-6-hydroxy-quinazoline. Starting materials: NC1=C(OC2=C1C=CC(=C2)OCC2=CC=CC=C2)C(=O)OCC (ethyl 3-amino-6-(phenylmethoxy)benzofuran-2-carboxylate), ClC(=O)OCC (ethyl chloroformate), C([O-])([O-])=O.[K+].[K+] (potassium carbonate). Run in C1=CC=CC=C1 (benzene). Yields the product C(C)OC(=O)NC1=C(OC2=C1C=CC(=C2)OCC2=CC=CC=C2)C(=O)OCC (Ethyl 3-[(ethoxycarbonyl)amino]-6-(phenylmethoxy)benzofuran-2-carboxylate). Isolated yield 82.3%. Reaction SMILES: [NH2:1][C:2]1[C:6]2[CH:7]=[CH:8][C:9]([O:11][CH2:12][C:13]3[CH:18]=[CH:17][CH:16]=[CH:15][CH:14]=3)=[CH:10][C:5]=2[O:4][C:3]=1[C:19]([O:21][CH2:22][CH3:23])=[O:20].Cl[C:25]([O:27][CH2:28][CH3:29])=[O:26].C(=O)([O-])[O-].[K+].[K+]>C1C=CC=CC=1>[CH2:28]([O:27][C:25]([NH:1][C:2]1[C:6]2[CH:7]=[CH:8][C:9]([O:11][CH2:12][C:13]3[CH:18]=[CH:17][CH:16]=[CH:15][CH:14]=3)=[CH:10][C:5]=2[O:4][C:3]=1[C:19]([O:21][CH2:22][CH3:23])=[O:20])=[O:26])[CH3:29] |f:2.3.4|. Reported procedure: A mixture of 40 g (0.13 mol) of ethyl 3-amino-6-(phenylmethoxy)benzofuran-2-carboxylate, 18 ml (0.19 mol) of ethyl chloroformate and 51 g (0.37 mol) of potassium carbonate in 400 ml of benzene is heated at reflux for 18 hours and is then cooled and filtered and the filtrate is concentrated under reduced pressure. 41 g of product are obtained by recrystallization of the residue from diisopropyl ether. Starting materials: NC1=C(C=C(C=C1C)C(C(=O)O)(O)C(=O)O)C (4-Amino-3,5-dimethylphenyltartronic acid), OC=1C=C(C=CC1)C1C(C2=CC=CC=C2C1=O)=O (2-(3-hydroxyphenyl)-1,3-indandione). Run in C(C)(=O)O (acetic acid). Reaction conditions: temperature 20 celsius. The product is O=C1C(C(C2=CC=CC=C12)=O)=C1C=C2C(=C(C(O2)=O)C2=CC(=C(C(=C2)C)N)C)C=C1 (6-(1,3-dioxoindan-2-ylidene)-2-oxo-3-(4-amino-3,5-dimethylphenyl)-2,6-dihydrobenzofuran). Isolated yield 38.0%. RXN SMILES: [NH2:1][C:2]1[C:7]([CH3:8])=[CH:6][C:5]([C:9]([C:14](O)=O)(O)[C:10]([OH:12])=[O:11])=[CH:4][C:3]=1[CH3:17].O[C:19]1[CH:20]=[C:21]([CH:25]2[C:33](=[O:34])[C:32]3[C:27](=[CH:28][CH:29]=[CH:30][CH:31]=3)[C:26]2=[O:35])[CH:22]=[CH:23]C=1>C(O)(=O)C>[O:34]=[C:33]1[C:32]2[C:27](=[CH:28][CH:29]=[CH:30][CH:31]=2)[C:26](=[O:35])[C:25]1=[C:21]1[CH:22]=[CH:23][C:14]2=[C:9]([C:5]3[CH:4]=[C:3]([CH3:17])[C:2]([NH2:1])=[C:7]([CH3:8])[CH:6]=3)[C:10](=[O:11])[O:12][C:19]2=[CH:20]1. Procedure details: 4-Amino-3,5-dimethylphenyltartronic acid (2.1 parts), 2-(3-hydroxyphenyl)-1,3-indandione (1.3 parts) and glacial acetic acid (125 parts) were stirred under reflux for 2 hours. The reaction mixture was cooled to 20° C. and the precipitated solid was recovered by filtration, washed with methanol and dried to give 6-(1,3-dioxoindan-2-ylidene)-2-oxo-3-(4-amino-3,5-dimethylphenyl)-2,6-dihydrobenzofuran (0.9 parts, 38%), m.pt. >250° C. λmax (CH2Cl2)=656 nm.